Dataset: the Open Reaction Database (ORD), a public repository of structured organic reaction records. Task: describe an organic reaction: reactants, conditions, products, and yield The reactants are Cl (hydrochloric acid), FC1=C(C=CC(=C1NC1=NC=CC=C1C1=C2N=CN(C2=NC=N1)C1OCCCC1)F)NS(=O)(=O)C=1C=CC=C2C=CN(C12)C (N-(2,4-difluoro-3-(3-(9-(tetrahydro-2H-pyran-2-yl)-9H-purin-6-yl)pyridin-2-ylamino)phenyl)-1-methyl-1H-indole-7-sulfonamide). Conditions: time 2 hour. The product is N1=CN=C2NC=NC2=C1C=1C(=NC=CC1)NC=1C(=C(C=CC1F)NS(=O)(=O)C=1C=CC=C2C=CN(C12)C)F (N-(3-(3-(9H-purin-6-yl)pyridin-2-ylamino)-2,4-difluorophenyl)-1-methyl-1H-indole-7-sulfonamide). Reaction SMILES: Cl.[F:2][C:3]1[C:8]([NH:9][C:10]2[C:15]([C:16]3[N:24]=[CH:23][N:22]=[C:21]4[C:17]=3[N:18]=[CH:19][N:20]4C3CCCCO3)=[CH:14][CH:13]=[CH:12][N:11]=2)=[C:7]([F:31])[CH:6]=[CH:5][C:4]=1[NH:32][S:33]([C:36]1[CH:37]=[CH:38][CH:39]=[C:40]2[C:44]=1[N:43]([CH3:45])[CH:42]=[CH:41]2)(=[O:35])=[O:34]>>[N:24]1[C:16]([C:15]2[C:10]([NH:9][C:8]3[C:3]([F:2])=[C:4]([NH:32][S:33]([C:36]4[CH:37]=[CH:38][CH:39]=[C:40]5[C:44]=4[N:43]([CH3:45])[CH:42]=[CH:41]5)(=[O:34])=[O:35])[CH:5]=[CH:6][C:7]=3[F:31])=[N:11][CH:12]=[CH:13][CH:14]=2)=[C:17]2[C:21]([NH:20][CH:19]=[N:18]2)=[N:22][CH:23]=1. Procedure: 1M aqueous hydrochloric acid solution was added into the N-(2,4-difluoro-3-(3-(9-(tetrahydro-2H-pyran-2-yl)-9H-purin-6-yl)pyridin-2-ylamino)phenyl)-1-methyl-1H-indole-7-sulfonamide (20 mg, 0.033 mmol) prepared at Step 10 and stirred for 2 hours. After the reaction, the reactant was washed with an aqueous solution of sodium hydrogen carbonate and salt water. After extraction with ethylacetate, the organic layer was dried with sulfuric anhydride magnesium and vacuum concentrated, and then refined ... The reactants are CS(=O)(=O)OCCC1=C(C=CC(=C1)NC1=NC=C(C=N1)C1=CC=C(C=C1)OC(F)F)C (5-(5-(4-(difluoromethoxy)phenyl)pyrimidin-2-ylamino)-2-methylphenethyl methanesulfonate), N1CCC(CC1)C(=O)OCC (ethyl piperidine-4-carboxylate). The solvent is CN(C)C=O (DMF). Reaction conditions: temperature 90 celsius. Product: FC(OC1=CC=C(C=C1)C=1C=NC(=NC1)NC=1C=CC(=C(CCN2CCC(CC2)C(=O)OCC)C1)C)F (ethyl 1-(5-(5-(4-(difluoromethoxy)phenyl)pyrimidin-2-ylamino)-2-methylphenethyl)piperidine-4-carboxylate). Reaction SMILES: CS(O[CH2:6][CH2:7][C:8]1[CH:13]=[C:12]([NH:14][C:15]2[N:20]=[CH:19][C:18]([C:21]3[CH:26]=[CH:25][C:24]([O:27][CH:28]([F:30])[F:29])=[CH:23][CH:22]=3)=[CH:17][N:16]=2)[CH:11]=[CH:10][C:9]=1[CH3:31])(=O)=O.[NH:32]1[CH2:37][CH2:36][CH:35]([C:38]([O:40][CH2:41][CH3:42])=[O:39])[CH2:34][CH2:33]1>CN(C=O)C>[F:30][CH:28]([F:29])[O:27][C:24]1[CH:25]=[CH:26][C:21]([C:18]2[CH:19]=[N:20][C:15]([NH:14][C:12]3[CH:11]=[CH:10][C:9]([CH3:31])=[C:8]([CH:13]=3)[CH2:7][CH2:6][N:32]3[CH2:37][CH2:36][CH:35]([C:38]([O:40][CH2:41][CH3:42])=[O:39])[CH2:34][CH2:33]3)=[N:16][CH:17]=2)=[CH:22][CH:23]=1. Procedure details: 5-(5-(4-(Difluoromethoxy)phenyl)pyrimidin-2-ylamino)-2-methylphenethyl methanesulfonate 51b (0.9 mmol), ethyl piperidine-4-carboxylate (2.2 mmol) are dissolved in DMF (10 mL) and heated to 90° C. for 4 h then cooled to rt. The reaction mixture is partitioned with EtOAc and water. The organic layer is washed with water, brine, dried over magnesium sulfate, filtered and reduced to dryness. The crude material is purified by column chromatography on silica with hexane:EtOAc=1:1 to 100% EtOAc as elua... The reactants are ClC1=CC=C(C=N1)C=1SC(=C(N1)C)C(=O)N1CCOCC1 (4-{[2-(6-chloropyridin-3-yl)-4-methyl-1,3-thiazol-5-yl]carbonyl}morpholine), [H-].[Na+] (Sodium hydride), oil, CC1N(CCC1)CCCO (3-(2-methyl-1-pyrrolidinyl)-1-propanol). The solvent is CN(C=O)C (dimethylformamide). Conditions: temperature 0 celsius, time 20 minute. Yields the product CC=1N=C(SC1C(=O)N1CCOCC1)C=1C=NC(=CC1)OCCCN1C(CCC1)C (4-[(4-methyl-2-{6-[3-(2-methylpyrrolidin-1-yl)propoxy]pyridin-3-yl}-1,3-thiazol-5-yl)carbonyl]morpholine). Yield: 8.0%. As a reaction SMILES: [H-].[Na+].[CH3:3][CH:4]1[CH2:8][CH2:7][CH2:6][N:5]1[CH2:9][CH2:10][CH2:11][OH:12].Cl[C:14]1[N:19]=[CH:18][C:17]([C:20]2[S:21][C:22]([C:26]([N:28]3[CH2:33][CH2:32][O:31][CH2:30][CH2:29]3)=[O:27])=[C:23]([CH3:25])[N:24]=2)=[CH:16][CH:15]=1>CN(C)C=O>[CH3:25][C:23]1[N:24]=[C:20]([C:17]2[CH:18]=[N:19][C:14]([O:12][CH2:11][CH2:10][CH2:9][N:5]3[CH2:6][CH2:7][CH2:8][CH:4]3[CH3:3])=[CH:15][CH:16]=2)[S:21][C:22]=1[C:26]([N:28]1[CH2:33][CH2:32][O:31][CH2:30][CH2:29]1)=[O:27] |f:0.1|. Procedure: Sodium hydride 60% in oil (0.11 g, 2.2 eq, 2.82 mmol) is added to a mixture of 3-(2-methyl-1-pyrrolidinyl)-1-propanol (0.31 g, 2.2 eq, 2.18 mmol) in dimethylformamide (15 ml) cooled to 0° C. The mixture is stirred at 22° C. for 20 min, and cooled again to 0° C. 4-{[2-(6-chloropyridin-3-yl)-4-methyl-1,3-thiazol-5-yl]carbonyl}morpholine i99 (0.415 g, 1 eq, 1.28 mmol) is then added to the solution and the mixture is stirred 48 h at room temperature. The solvent is evaporated, and the residue is tak...